This data is from the Open Reaction Database (ORD), a public repository of structured organic reaction records. The task is: describe an organic reaction: reactants, conditions, products, and yield Procedure: A mixture of 4-(1,3-diethyl-2,3,6,7-tetrahydro-2,6-dioxo-1H-purin-8-yl)benzenesulfonic acid (10.0 g, 0.0274 moles) and N,N-dimethylformamide (300 ml) is cooled to 0° C. and treated with thionyl chloride (6.5 g, 0.055 moles). When the addition is complete, the reaction mixture is permitted to warm to ambient temperature and stirred vigorously until a thick slurry results. To this slurry is added thiomorpholine (14.2 g, 0.137 moles) in one portion. The resulting mixture is stirred one hour, poured... The yield is 96.6%. The product is C(C)N1C(N(C=2N=C(NC2C1=O)C1=CC=C(C=C1)S(=O)(=O)N1CCSCC1)CC)=O (4-[[4-(1,3-diethyl-2,3,6,7-tetrahydro-2,6-dioxo-1H-purin-8-yl)phenyl]sulfonyl]thiomorpholine). Run at temperature 0 celsius. The reactants are N1CCSCC1 (thiomorpholine), C(C)N1C(N(C=2N=C(NC2C1=O)C1=CC=C(C=C1)S(=O)(=O)O)CC)=O (4-(1,3-diethyl-2,3,6,7-tetrahydro-2,6-dioxo-1H-purin-8-yl)benzenesulfonic acid), CN(C=O)C (N,N-dimethylformamide), S(=O)(Cl)Cl (thionyl chloride). Reaction SMILES: [CH2:1]([N:3]1[C:11](=[O:12])[C:10]2[NH:9][C:8]([C:13]3[CH:18]=[CH:17][C:16]([S:19]([OH:22])(=[O:21])=O)=[CH:15][CH:14]=3)=[N:7][C:6]=2[N:5]([CH2:23][CH3:24])[C:4]1=[O:25])[CH3:2].CN(C)C=O.S(Cl)(Cl)=O.[NH:35]1[CH2:40][CH2:39][S:38][CH2:37][CH2:36]1>C(O)C.O>[CH2:1]([N:3]1[C:11](=[O:12])[C:10]2[NH:9][C:8]([C:13]3[CH:14]=[CH:15][C:16]([S:19]([N:35]4[CH2:40][CH2:39][S:38][CH2:37][CH2:36]4)(=[O:21])=[O:22])=[CH:17][CH:18]=3)=[N:7][C:6]=2[N:5]([CH2:23][CH3:24])[C:4]1=[O:25])[CH3:2]. Solvent: C(C)O (ethanol), O (water). The reactants are solution, C[Si](C)(C)C=[N+]=[N-] (trimethylsilyldiazomethane), C(C)(=O)O (acetic acid), C(C)(C)(C)OC(=O)N[C@@]1(C[C@@H]2SC[C@H](N2C1=O)C(=O)O)C1CCN(CC1)C(=O)OCC[Si](C)(C)C ((3R,6S,7aS)-6-tert-butoxycarbonylamino-5-oxo-6-[1-(2-trimethylsilanylethoxycarbonyl)piperidin-4-yl]hexahydropyrrolo[2,1-b]thiazole-3-carboxylic acid), C(C)OCC (diethyl ether). Run in CCCCCC (hexane), CO (methanol). Conditions: time 2 hour. Yields the product C(C)(C)(C)OC(=O)N[C@@]1(C[C@@H]2SC[C@H](N2C1=O)C(=O)OC)C1CCN(CC1)C(=O)OCC[Si](C)(C)C (Methyl (3R,6S,7aS)-6-tert-butoxycarbonylamino-5-oxo-6-[1-(2-trimethylsilanylethoxycarbonyl)piperidin-4-yl]hexahydropyrrolo[2,1-b]thiazole-3-carboxylate). As a reaction SMILES: [C:1]([O:5][C:6]([NH:8][C@@:9]1([CH:21]2[CH2:26][CH2:25][N:24]([C:27]([O:29][CH2:30][CH2:31][Si:32]([CH3:35])([CH3:34])[CH3:33])=[O:28])[CH2:23][CH2:22]2)[C:16](=[O:17])[N:15]2[C@@H:11]([S:12][CH2:13][C@H:14]2[C:18]([OH:20])=[O:19])[CH2:10]1)=[O:7])([CH3:4])([CH3:3])[CH3:2].[CH2:36](OCC)C.C[Si](C=[N+]=[N-])(C)C.C(O)(=O)C>CO.CCCCCC>[C:1]([O:5][C:6]([NH:8][C@@:9]1([CH:21]2[CH2:26][CH2:25][N:24]([C:27]([O:29][CH2:30][CH2:31][Si:32]([CH3:35])([CH3:34])[CH3:33])=[O:28])[CH2:23][CH2:22]2)[C:16](=[O:17])[N:15]2[C@@H:11]([S:12][CH2:13][C@H:14]2[C:18]([O:20][CH3:36])=[O:19])[CH2:10]1)=[O:7])([CH3:4])([CH3:3])[CH3:2]. Procedure: 223 mg of (3R,6S,7aS)-6-tert-butoxycarbonylamino-5-oxo-6-[1-(2-trimethylsilanylethoxycarbonyl)piperidin-4-yl]hexahydropyrrolo[2,1-b]thiazole-3-carboxylic acid were dissolved in 10 ml of methanol and 10 ml of diethyl ether and cooled to 0° C. 400 μl portions of a 1 N solution of trimethylsilyldiazomethane in hexane were added dropwise twice at an interval of 1.5 h. The mixture was stirred for 2 h and then 1 ml of acetic acid was added dropwise. After 1 h, the solvents were removed in vacuo and th... Reactants: COC(=O)c1ccc(I)cc1, Sc1ccccc1. Product: COC(=O)c1ccc(Sc2ccccc2)cc1. RXN SMILES: [CH3:1][O:2][C:3]([c:4]1[cH:5][cH:6][c:7]([I:10])[cH:8][cH:9]1)=[O:11].[SH:12][c:13]1[cH:14][cH:15][cH:16][cH:17][cH:18]1>>[CH3:1][O:2][C:3]([c:4]1[cH:5][cH:6][c:7]([S:12][c:13]2[cH:14][cH:15][cH:16][cH:17][cH:18]2)[cH:8][cH:9]1)=[O:11]. The reactants are O (water), [OH-].[K+] (potassium hydroxide), C(C)C1=NN(C(S1)=NC(=O)C1=C(CCC1)C(=O)O)CC1=CC=C(C=C1)C1=C(C=CC=C1)C1=NN=NN1 (2-[[5-ethyl-3-[2'-(1H-tetrazol-5-yl)biphenyl-4-yl]methyl-1,3,4-thiadiazolin-2-yliden]aminocarbonyl]-1-cyclopentenecarboxylic acid). The solvent is C(C)O (ethanol). Conditions: time 8 hour. Yields the product C(C)C1=NN(C(S1)=NC(=O)C1=C(CCC1)C(=O)[O-])CC1=CC=C(C=C1)C1=C(C=CC=C1)C1=NN=NN1.[K+].[K+].C(C)C1=NN(C(S1)=NC(=O)C1=C(CCC1)C(=O)[O-])CC1=CC=C(C=C1)C1=C(C=CC=C1)C1=NN=NN1 (Dipotassium 2-[[5-ethyl-3-[2'-(1H-tetrazol-5-yl)biphenyl-4-yl]methyl-1,3,4-thiadiazolin-2-ylidene]aminocarbonyl]-1-cyclopentenecarboxylate). RXN SMILES: O.[OH-].[K+:3].[CH2:4]([C:6]1[S:10][C:9](=[N:11][C:12]([C:14]2[CH2:18][CH2:17][CH2:16][C:15]=2[C:19]([OH:21])=[O:20])=[O:13])[N:8]([CH2:22][C:23]2[CH:28]=[CH:27][C:26]([C:29]3[CH:34]=[CH:33][CH:32]=[CH:31][C:30]=3[C:35]3[NH:39][N:38]=[N:37][N:36]=3)=[CH:25][CH:24]=2)[N:7]=1)[CH3:5]>C(O)C>[CH2:4]([C:6]1[S:10][C:9](=[N:11][C:12]([C:14]2[CH2:18][CH2:17][CH2:16][C:15]=2[C:19]([O-:21])=[O:20])=[O:13])[N:8]([CH2:22][C:23]2[CH:24]=[CH:25][C:26]([C:29]3[CH:34]=[CH:33][CH:32]=[CH:31][C:30]=3[C:35]3[NH:36][N:37]=[N:38][N:39]=3)=[CH:27][CH:28]=2)[N:7]=1)[CH3:5].[K+:3].[K+:3].[CH2:4]([C:6]1[S:10][C:9](=[N:11][C:12]([C:14]2[CH2:18][CH2:17][CH2:16][C:15]=2[C:19]([O-:21])=[O:20])=[O:13])[N:8]([CH2:22][C:23]2[CH:24]=[CH:25][C:26]([C:29]3[CH:34]=[CH:33][CH:32]=[CH:31][C:30]=3[C:35]3[NH:36][N:37]=[N:38][N:39]=3)=[CH:27][CH:28]=2)[N:7]=1)[CH3:5] |f:1.2,5.6.7.8|. Reported procedure: In a mixed solution containing 15 ml of water and 16 ml of a 0.5N potassium hydroxide solution in ethanol, 2.0 g of 2-[[5-ethyl-3-[2'-(1H-tetrazol-5-yl)biphenyl-4-yl]methyl-1,3,4-thiadiazolin-2-yliden]aminocarbonyl]-1-cyclopentenecarboxylic acid was dissolved. From the resulting solution, the solvent was distilled off. To the residue, 50 ml of ethanol was added, and the resulting mixture was allowed to stand overnight. The crystals so precipitated were collected by filtration and dried, whereby ... Starting materials: C1(=CC=CC=C1)[Li] (phenyllithium), ClC[Si](Cl)(Cl)Cl ((chloromethyl)trichlorosilane), C(C)(=O)OCC (ethyl acetate). The product is ClC[Si](C1=CC=CC=C1)(C1=CC=CC=C1)C1=CC=CC=C1 ((Chloromethyl)triphenylsilane). As a reaction SMILES: [Cl:1][CH2:2][Si:3](Cl)(Cl)Cl.[C:7]1([Li])[CH:12]=[CH:11][CH:10]=[CH:9][CH:8]=1.C(O[CH2:18][CH3:19])(=O)C>CCOCC>[Cl:1][CH2:2][Si:3]([C:19]1[CH:18]=[CH:9][CH:8]=[CH:7][CH:12]=1)([C:7]1[CH:12]=[CH:11][CH:10]=[CH:9][CH:8]=1)[C:7]1[CH:12]=[CH:11][CH:10]=[CH:9][CH:8]=1. Reaction conditions: time 8 hour. Reported procedure: A solution of 12.6 ml (18.4 g, 0.10 mol) of (chloromethyl)trichlorosilane in 150 ml of dry ether was stirred under nitrogen and chilled in ice while 162 ml (0.30 mol) of 1.85 molar phenyllithium in cyclohexane-ether 70:30 was added dropwise at a rate that held the mixture below 15° C. The resulting slurry was stirred overnight at room temperature, treated carefully with 10 ml of ethyl acetate to quench any remaining phenyllithium, washed with water and brine, dried over magnesium sulfate, and ev... Run in cyclohexane-ether, CCOCC (ether). RXN SMILES: [N+:1]([C:4]1[CH:13]=[CH:12][CH:11]=[C:10]2[C:5]=1[CH:6]=[CH:7][C:8](Cl)=[N:9]2)([O-])=O.[Cl:15][C:16]1[S:20][C:19]([S:21](Cl)(=[O:23])=[O:22])=[CH:18][CH:17]=1.[CH3:25][O:26][C:27]1[CH:32]=[CH:31][CH:30]=[CH:29][C:28]=1[CH:33]([NH2:35])[CH3:34]>>[CH3:25][O:26][C:27]1[CH:32]=[CH:31][CH:30]=[CH:29][C:28]=1[CH:33]([NH:35][C:8]1[CH:7]=[CH:6][C:5]2[C:10](=[CH:11][CH:12]=[CH:13][C:4]=2[NH:1][S:21]([C:19]2[S:20][C:16]([Cl:15])=[CH:17][CH:18]=2)(=[O:23])=[O:22])[N:9]=1)[CH3:34]. Procedure details: The title compound, MS: m/e=474.1 (M+H+), was prepared in accordance with the general method of example 61 from 5-nitro-2-chloroquinoline, 5-chlorothiophene-2-sulfonylchloride and rac-1-(2-methoxy-phenyl)-ethylamine. Yields the product COC1=C(C=CC=C1)C(C)NC1=NC2=CC=CC(=C2C=C1)NS(=O)(=O)C=1SC(=CC1)Cl (rac-5-Chloro-thiophene-2-sulfonic acid {2-[1-(2-methoxy-phenyl)-ethylamino]-quinolin-5-yl}-amide). The reactants are [N+](=O)([O-])C1=C2C=CC(=NC2=CC=C1)Cl (5-nitro-2-chloroquinoline), ClC1=CC=C(S1)S(=O)(=O)Cl (5-chlorothiophene-2-sulfonylchloride), COC1=C(C=CC=C1)C(C)N (rac-1-(2-methoxy-phenyl)-ethylamine). The reactants are C(C)(C)N1N=C(N=C1C=1SC=2CCOC3=C(C2N1)C=CC(=C3)C#N)C (2-(2-Isopropyl-5-methyl-2H-[1,2,4]triazol-3-yl)-4,5-dihydro-6-oxa-3-thia-1-aza-benzo[e]azulene-8-carbonitrile), [AlH4-].[Li+] (Lithium tetrahydroaluminate). The solvent is O1CCCC1 (Tetrahydrofuran). Reaction conditions: time 2 hour. Product: C(C)(C)N1N=C(N=C1C=1SC=2CCOC3=C(C2N1)C=CC(=C3)CN)C (C-[2-(2-Isopropyl-5-methyl-2H-[1,2,4]triazol-3-yl)-4,5-dihydro-6-oxa-3-thia-1-aza-benzo[e]azulen-8-yl]-methylamine). Isolated yield 47.2%. RXN SMILES: [CH:1]([N:4]1[C:8]([C:9]2[S:10][C:11]3[CH2:12][CH2:13][O:14][C:15]4[CH:22]=[C:21]([C:23]#[N:24])[CH:20]=[CH:19][C:16]=4[C:17]=3[N:18]=2)=[N:7][C:6]([CH3:25])=[N:5]1)([CH3:3])[CH3:2].[AlH4-].[Li+]>O1CCCC1>[CH:1]([N:4]1[C:8]([C:9]2[S:10][C:11]3[CH2:12][CH2:13][O:14][C:15]4[CH:22]=[C:21]([CH2:23][NH2:24])[CH:20]=[CH:19][C:16]=4[C:17]=3[N:18]=2)=[N:7][C:6]([CH3:25])=[N:5]1)([CH3:3])[CH3:2] |f:1.2|. Procedure details: To a solution of 2-(2-Isopropyl-5-methyl-2H-[1,2,4]triazol-3-yl)-4,5-dihydro-6-oxa-3-thia-1-aza-benzo[e]azulene-8-carbonitrile (0.500 g, 0.00142 mol) in Tetrahydrofuran (14 mL) was added Lithium tetrahydroaluminate (0.00569 mol, 1M in THF, 5.7 mL), dropwise at 0° C. The reaction was stirred for 2 hours and quenched with saturated Na2SO4 until H2 evolution ceased. MgSO4 was added and the whole was diluted with copious amounts of methylene chloride, filtered over celite, and concentrated in vacuo....